Dataset: the Open Reaction Database (ORD), a public repository of structured organic reaction records. Task: describe an organic reaction: reactants, conditions, products, and yield Run in C(C)O (ethanol), C(C)O (ethanol), C(C)O (ethanol), CCOCC (ether). Yield: 69.1%. Reagents/catalysts: [Pd]=O (palladium oxide). Product: BrCCCCCOCCCC1=NC2=C(N1)C=CC=C2 (2-[3-[(5-Bromopentyl)oxy]propyl]-1H-benzimidazole). Starting materials: BrCCCCCOCCCC1=NC2=C(N1CC1=CC=CC=C1)C=CC=C2 (2-[3-[(5-bromopentyl)oxy]propyl]-1-(phenylmethyl)benzimidazole), Cl (hydrochloric acid), [H][H] (hydrogen). As a reaction SMILES: [Br:1][CH2:2][CH2:3][CH2:4][CH2:5][CH2:6][O:7][CH2:8][CH2:9][CH2:10][C:11]1[N:15](CC2C=CC=CC=2)[C:14]2[CH:23]=[CH:24][CH:25]=[CH:26][C:13]=2[N:12]=1.Cl.[H][H]>C(O)C.CCOCC.[Pd]=O>[Br:1][CH2:2][CH2:3][CH2:4][CH2:5][CH2:6][O:7][CH2:8][CH2:9][CH2:10][C:11]1[NH:12][C:13]2[CH:26]=[CH:25][CH:24]=[CH:23][C:14]=2[N:15]=1. Procedure: A solution of 2-[3-[(5-bromopentyl)oxy]propyl]-1-(phenylmethyl)benzimidazole (1.7 g) in absolute ethanol (20 ml) containing 1:9 conc. hydrochloric acid:ethanol (3.27 ml) was hydrogenated over pre-reduced 10% palladium oxide on charcoal catalyst (300 mg) in ethanol (5 ml) until the uptake of hydrogen (101 ml) ceased. The mixture was filtered through hyflo and evaporated in vacuo to give an oil, which was dissolved in ether (150 ml) and washed with 8% sodium bicarbonate solution (100 ml), dried an... The reactants are [Cl-].[Al+3].[Cl-].[Cl-] (aluminum chloride), FC1=CC=CC=C1 (fluorobenzene), CSC1=CC=C(C=C1)CC(=O)Cl (4-methylthiophenyl acetic chloride), FC1=CC=CC=C1 (fluorobenzene), ice water. Run at temperature 50 celsius, time 3 hour. Product: FC1=CC=C(C=C1)C(CC1=CC=C(C=C1)SC)=O (1-(4-Fluorophenyl)-2-(4-methylthiophenyl)ethanone). Isolated yield 55.0%. RXN SMILES: [Cl-].[Al+3].[Cl-].[Cl-].[CH3:5][S:6][C:7]1[CH:12]=[CH:11][C:10]([CH2:13][C:14](Cl)=[O:15])=[CH:9][CH:8]=1.[F:17][C:18]1[CH:23]=[CH:22][CH:21]=[CH:20][CH:19]=1>>[F:17][C:18]1[CH:23]=[CH:22][C:21]([C:14](=[O:15])[CH2:13][C:10]2[CH:11]=[CH:12][C:7]([S:6][CH3:5])=[CH:8][CH:9]=2)=[CH:20][CH:19]=1 |f:0.1.2.3|. Reported procedure: A mixture of fluorobenzene (181 mL) and aluminum chloride (18.5 g, 139 mmol) was treated with a solution of 4-methylthiophenyl acetic chloride (21.9 g, 120 mmol) in 37 mL of fluorobenzene. When the addition was completed, the mixture was stirred at 50° C. for 3 h. The reaction mixture was then poured into ice water and stirred for 1 h. It was extracted with chloroform and washed with 5% aqueous sodium bicarbonate solution and with brine. The organic layer was separated and dried over anhydrous s... Reactants: COC(C1=CN=C(C=C1)OCC(C1CCCCC1)C=1N(N=C2C1CCC2)C2=CC=C(C=C2)Cl)=O (6-{2-[2-(4-chloro-phenyl)-2,4,5,6-tetrahydro-cyclopentapyrazol-3-yl]-2-cyclohexyl-ethoxy}-nicotinic acid methyl ester), [OH-].[Na+] (sodium hydroxide). Run in CO (MeOH). The product is ClC1=CC=C(C=C1)N1N=C2C(=C1C(COC1=NC=C(C(=O)O)C=C1)C1CCCCC1)CCC2 (6-{2-[2-(4-Chloro-phenyl)-2,4,5,6-tetrahydro-cyclopentapyrazol-3-yl]-2-cyclohexyl-ethoxy}-nicotinic acid). Reaction SMILES: C[O:2][C:3](=[O:34])[C:4]1[CH:9]=[CH:8][C:7]([O:10][CH2:11][CH:12]([C:19]2[N:20]([C:27]3[CH:32]=[CH:31][C:30]([Cl:33])=[CH:29][CH:28]=3)[N:21]=[C:22]3[CH2:26][CH2:25][CH2:24][C:23]=23)[CH:13]2[CH2:18][CH2:17][CH2:16][CH2:15][CH2:14]2)=[N:6][CH:5]=1.[OH-].[Na+]>CO>[Cl:33][C:30]1[CH:31]=[CH:32][C:27]([N:20]2[C:19]([CH:12]([CH:13]3[CH2:14][CH2:15][CH2:16][CH2:17][CH2:18]3)[CH2:11][O:10][C:7]3[CH:8]=[CH:9][C:4]([C:3]([OH:34])=[O:2])=[CH:5][N:6]=3)=[C:23]3[CH2:24][CH2:25][CH2:26][C:22]3=[N:21]2)=[CH:28][CH:29]=1 |f:1.2|. Reported procedure: In analogy to the procedure described in example 2, 6-{2-[2-(4-chloro-phenyl)-2,4,5,6-tetrahydro-cyclopentapyrazol-3-yl]-2-cyclohexyl-ethoxy}-nicotinic acid methyl ester was hydrolysed using aqueous sodium hydroxide solution in MeOH to give the title compound as off-white solid. MS: m/e=466.2 [M+H+].